Dataset: the Open Reaction Database (ORD), a public repository of structured organic reaction records. Task: describe an organic reaction: reactants, conditions, products, and yield Reactants: C1(=CC=CC=C1)S(=O)(=O)N1C(=CC2=CC(=CC=C12)S(=O)(=O)C)CC1=CC=C(O1)C(=O)OCC (1-benzenesulfonyl-2-(2-ethoxycarbonylfuran-5-yl-methyl)-5-methanesulfonylindole), [OH-].[K+] (potassium hydroxide), Cl (hydrochloric acid). The solvent is C(C)O (ethanol). Reaction conditions: temperature 22.5 celsius, time 30 minute. The product is C(C)OC(=O)C=1OC(=CC1)CC=1NC2=CC=C(C=C2C1)S(=O)(=O)C (2-(2-ethoxycarbonylfuran-5-yl-methyl)-5-methanesulfonylindole). As a reaction SMILES: C1(S([N:10]2[C:18]3[C:13](=[CH:14][C:15]([S:19]([CH3:22])(=[O:21])=[O:20])=[CH:16][CH:17]=3)[CH:12]=[C:11]2[CH2:23][C:24]2[O:28][C:27]([C:29]([O:31][CH2:32][CH3:33])=[O:30])=[CH:26][CH:25]=2)(=O)=O)C=CC=CC=1.[OH-].[K+].Cl>C(O)C>[CH2:32]([O:31][C:29]([C:27]1[O:28][C:24]([CH2:23][C:11]2[NH:10][C:18]3[C:13]([CH:12]=2)=[CH:14][C:15]([S:19]([CH3:22])(=[O:21])=[O:20])=[CH:16][CH:17]=3)=[CH:25][CH:26]=1)=[O:30])[CH3:33] |f:1.2|. Procedure details: To a solution of the compound obtained in Example 30 (4) (0.1722 g) in ethanol (14 ml), potassium hydroxide (0.047 g) was added and the mixture was stirred at 15 to 30° C. for 30 minutes. To the mixture was added 10% aqueous hydrochloric acid solution, and the mixture was extracted with ethyl acetate, dried over anhydrous magnesium sulfate, filtered and concentrated under reduced pressure. The resulting residue was separated using silica gel column chromatography (hexane:ethyl acetate=0.1:1) to ... Reactants: O=S(=O)(O)Cl, CC(O)(C(=O)Nc1cccc(I)c1Cl)C(F)(F)F. Product: CC(O)(C(=O)Nc1ccc(S(=O)(=O)Cl)c(I)c1Cl)C(F)(F)F. Reaction SMILES: [Cl:19][S:20](=[O:21])(=[O:22])[OH:23].[I:1][c:2]1[c:3]([Cl:18])[c:4]([NH:8][C:9]([C:10]([C:11]([F:12])([F:13])[F:14])([CH3:15])[OH:16])=[O:17])[cH:5][cH:6][cH:7]1>>[I:1][c:2]1[c:3]([Cl:18])[c:4]([NH:8][C:9]([C:10]([C:11]([F:12])([F:13])[F:14])([CH3:15])[OH:16])=[O:17])[cH:5][cH:6][c:7]1[S:20]([Cl:19])(=[O:21])=[O:22]. Procedure details: In a 5-L round bottomed flask equipped with an overhead stirrer and a pressure equalizing additional funnel was placed 1500 mL of benzene and 1150 g (8.65 mole) of anhydrous aluminum chloride. The reaction vessel was cooled in an ice-salt bath. To this mixture was added very carefully over a 1.5 hour period 920 g (7.7 mole) of cyclobutanecarbonyl chloride. Following the addition, the cooling bath was removed and the mixture allowed to warm to room temperature overnight and cautiously poured onto... Yields the product C1(CCC1)C(=O)C1=CC=CC=C1 (phenyl cyclobutyl ketone). Starting materials: [Cl-].[Al+3].[Cl-].[Cl-] (aluminum chloride), C1(CCC1)C(=O)Cl (cyclobutanecarbonyl chloride), C1=CC=CC=C1 (benzene). As a reaction SMILES: [Cl-].[Al+3].[Cl-].[Cl-].[CH:5]1([C:9](Cl)=[O:10])[CH2:8][CH2:7][CH2:6]1.[CH:12]1[CH:17]=[CH:16][CH:15]=[CH:14][CH:13]=1>>[CH:5]1([C:9]([C:12]2[CH:17]=[CH:16][CH:15]=[CH:14][CH:13]=2)=[O:10])[CH2:8][CH2:7][CH2:6]1 |f:0.1.2.3|. Starting materials: CSC(=NC)N1CC2(C=N1)CCOCC2 (N-Methyl-8-oxa-2,3-diaza-spiro[4.5]dec-3-ene-2-carboximidothioic acid methyl ester), ClC=1N=C2SC=CN2C1S(=O)(=O)N (6-chloro-imidazo[2,1-b]thiazole-5-sulfonic acid amide). Solvent: C(C)#N (acetonitrile). Product: CNC(=NS(=O)(=O)C1=C(N=C2SC=CN21)Cl)N2CC1(C=N2)CCOCC1 (6-chloro-imidazo[2,1-b]thiazole-5-sulfonic acid methylamino-(8-oxa-2,3-diaza-spiro[4.5]dec-3-en-2-yl)-methylene-amide). Isolated yield 0.1%. Reaction SMILES: CS[C:3]([N:6]1[N:10]=[CH:9][C:8]2([CH2:15][CH2:14][O:13][CH2:12][CH2:11]2)[CH2:7]1)=[N:4][CH3:5].[Cl:16][C:17]1[N:18]=[C:19]2[N:23]([C:24]=1[S:25]([NH2:28])(=[O:27])=[O:26])[CH:22]=[CH:21][S:20]2>C(#N)C>[CH3:5][NH:4][C:3]([N:6]1[N:10]=[CH:9][C:8]2([CH2:11][CH2:12][O:13][CH2:14][CH2:15]2)[CH2:7]1)=[N:28][S:25]([C:24]1[N:23]2[C:19]([S:20][CH:21]=[CH:22]2)=[N:18][C:17]=1[Cl:16])(=[O:27])=[O:26]. Reported procedure: 0.42 g (1 mol equiv.) N-Methyl-8-oxa-2,3-diaza-spiro[4.5]dec-3-ene-2-carboximidothioic acid methyl ester and 0.46 g (1.05 mol equiv.) 6-chloro-imidazo[2,1-b]thiazole-5-sulfonic acid amide were added to 7 mL acetonitrile and the reaction mixture was refluxed overnight. Volatiles were removed under reduced pressure, and the residue was taken up in ethylacetate and extracted with 2N NaOH. The organic layer was dried over Na2SO4, filtered and evaporated to dryness. Purification by flash chromatograp... Starting materials: CC(C)([O-])C.[K+] (potassium t-butoxide), Cl.NO (hydroxylamine hydrochloride), BrC1=C(C=C(C#N)C=C1)C (4-bromo-3-methylbenzonitrile). Run in CO (Methanol), CO (methanol). Run at time 1 hour. The product is BrC1=C(C=C(C(N)=NO)C=C1)C (4-Bromo-3-methylbenzamide oxime). Isolated yield 68.1%. As a reaction SMILES: CC(C)([O-])C.[K+].Cl.[NH2:8][OH:9].[Br:10][C:11]1[CH:18]=[CH:17][C:14]([C:15]#[N:16])=[CH:13][C:12]=1[CH3:19]>CO>[Br:10][C:11]1[CH:18]=[CH:17][C:14]([C:15](=[N:8][OH:9])[NH2:16])=[CH:13][C:12]=1[CH3:19] |f:0.1,2.3|. Procedure: Methanol (20 ml) at 5° C. was treated portionwise over 5 min. with stirring with potassium t-butoxide (1.68 g, 0.015 mole), then after a further 5 mins the solution was treated with hydroxylamine hydrochloride (1.11 g, 0.016 mole). The resulting mixture was allowed to warm to room temperature, stirred for 1 h, then treated with a solution of 4-bromo-3-methylbenzonitrile (2.0 g, 0.010 mole) in methanol (10 ml) and heated under reflux for 3 h. The mixture was allowed to cool, then filtered through... Reactants: C(N)(=O)C=1N=C2N(CCOC3=C2C=C(C(=C3)F)C#CC(C)(C)O)C1C(=O)OC (Methyl 2-carbamoyl-9-fluoro-10-(3-hydroxy-3-methyl-but-1-ynyl)-5,6-dihydroimidazo[1,2-d][1,4]benzoxazepine-3-carboxylate), [Li+].[OH-] (LiOH). The solvent is O.C1CCOC1 (water THF). The product is C(N)(=O)C=1N=C2N(CCOC3=C2C=C(C(=C3)F)C#CC(C)(C)O)C1C(=O)O (2-carbamoyl-9-fluoro-10-(3-hydroxy-3-methyl-but-1-ynyl)-5,6-dihydroimidazo[1,2-d][1,4]benzoxazepine-3-carboxylic acid). RXN SMILES: [C:1]([C:4]1[N:5]=[C:6]2[C:12]3[CH:13]=[C:14]([C:18]#[C:19][C:20]([OH:23])([CH3:22])[CH3:21])[C:15]([F:17])=[CH:16][C:11]=3[O:10][CH2:9][CH2:8][N:7]2[C:24]=1[C:25]([O:27]C)=[O:26])(=[O:3])[NH2:2].[Li+].[OH-]>O.C1COCC1>[C:1]([C:4]1[N:5]=[C:6]2[C:12]3[CH:13]=[C:14]([C:18]#[C:19][C:20]([OH:23])([CH3:21])[CH3:22])[C:15]([F:17])=[CH:16][C:11]=3[O:10][CH2:9][CH2:8][N:7]2[C:24]=1[C:25]([OH:27])=[O:26])(=[O:3])[NH2:2] |f:1.2,3.4|. Procedure: Methyl 10-bromo-2-carbamoyl-9-fluoro-5,6-dihydroimidazo[1,2-d][1,4]benzoxazepine-3-carboxylate (2 g) was reacted with 2-Methyl-3-butyne-ol similar to as described in Procedure E to afford 2 g of methyl 2-carbamoyl-9-fluoro-10-(3-hydroxy-3-methyl-but-1-ynyl)-5,6-dihydroimidazo[1,2-d][1,4]benzoxazepine-3-carboxylate following triteration from water. MS (Q1) 388 (M)+. Methyl 2-carbamoyl-9-fluoro-10-(3-hydroxy-3-methyl-but-1-ynyl)-5,6-dihydroimidazo[1,2-d][1,4]benzoxazepine-3-carboxylate (1.5 g) was... Reaction conditions: temperature 100 celsius. The product is ClC1=C(C=C(C=C1)S(=O)(=O)N1CCCCC2=C1C=CC=C2)C=2C=NC(=CC2C)Cl (1-[4-chloro-3-(6-chloro-4-methyl-pyridin-3-yl)-benzenesulfonyl]-2,3,4,5-tetrahydro-1H-1-benzazepine). Yield: 23.6%. Reagents/catalysts: C=1C=CC(=CC1)[P](C=2C=CC=CC2)(C=3C=CC=CC3)[Pd]([P](C=4C=CC=CC4)(C=5C=CC=CC5)C=6C=CC=CC6)([P](C=7C=CC=CC7)(C=8C=CC=CC8)C=9C=CC=CC9)[P](C=1C=CC=CC1)(C=1C=CC=CC1)C=1C=CC=CC1 (Pd(PPh3)4). Solvent: O1CCOCC1 (1,4-Dioxane). RXN SMILES: [Cl:1][C:2]1[CH:7]=[CH:6][C:5]([S:8]([N:11]2[C:17]3[CH:18]=[CH:19][CH:20]=[CH:21][C:16]=3[CH2:15][CH2:14][CH2:13][CH2:12]2)(=[O:10])=[O:9])=[CH:4][C:3]=1B1OC(C)(C)C(C)(C)O1.Br[C:32]1[C:33]([CH3:39])=[CH:34][C:35]([Cl:38])=[N:36][CH:37]=1.C([O-])([O-])=O.[K+].[K+]>O1CCOCC1.C1C=CC([P]([Pd]([P](C2C=CC=CC=2)(C2C=CC=CC=2)C2C=CC=CC=2)([P](C2C=CC=CC=2)(C2C=CC=CC=2)C2C=CC=CC=2)[P](C2C=CC=CC=2)(C2C=CC=CC=2)C2C=CC=CC=2)(C2C=CC=CC=2)C2C=CC=CC=2)=CC=1>[Cl:1][C:2]1[CH:7]=[CH:6][C:5]([S:8]([N:11]2[C:17]3[CH:18]=[CH:19][CH:20]=[CH:21][C:16]=3[CH2:15][CH2:14][CH2:13][CH2:12]2)(=[O:9])=[O:10])=[CH:4][C:3]=1[C:32]1[CH:37]=[N:36][C:35]([Cl:38])=[CH:34][C:33]=1[CH3:39] |f:2.3.4,^1:55,57,76,95|. Reported procedure: A mixture of 1-[4-chloro-3-(4,4,5,5-tetramethyl-1,3,2-dioxaborolan-2-yl)-benzenesulfonyl]-2,3,4,5-tetrahydro-1H-1-benzazepine (67 mg, 0.18 mmol), 5-bromo-2-chloro-4-picoline (45 mg, 0.22 mmol), Pd(PPh3)4 (11 mg, 0.01 mmol), K2CO3 (130 mg, 0.93 mmol) in 1,4-Dioxane (1 mL), was heated at 100° C. for 12 hrs. This mixture was cooled to rt and the solvent evaporated. The residue was purified by silica gel column chromatography eluted with (Hexanes/Ethyl acetate, 9/1) to yield 1-[4-chloro-3-(6-chloro-... The reactants are ClC1=C(C=C(C=C1)S(=O)(=O)N1CCCCC2=C1C=CC=C2)B2OC(C(O2)(C)C)(C)C (1-[4-chloro-3-(4,4,5,5-tetramethyl-1,3,2-dioxaborolan-2-yl)-benzenesulfonyl]-2,3,4,5-tetrahydro-1H-1-benzazepine), BrC=1C(=CC(=NC1)Cl)C (5-bromo-2-chloro-4-picoline), C(=O)([O-])[O-].[K+].[K+] (K2CO3). Reactants: C(C)(C)(C)OC(=O)NC=1C(=NC(=C(C1)F)C1=C(C=CC=C1F)F)C(=O)NC=1C(=C2C(=NC1)C(CC2)O)N2C[C@H]([C@@H]([C@H](C2)C)O)NC(OC(C)(C)C)=O (tert-butyl {(3R,4R,5S)-1-[3-({[3-[(tert-butoxycarbonyl)amino]-6-(2,6-difluorophenyl)-5-fluoropyridin-2-yl]carbonyl}amino)-7-hydroxy-6,7-dihydro-5H-cyclopenta[b]pyridin-4-yl]-4-hydroxy-5-methylpiperidin-3-yl}carbamate), C(=O)(C(F)(F)F)O (TFA). Solvent: C(Cl)Cl (DCM). Run at time 1 hour. Product: NC=1C(=NC(=C(C1)F)C1=C(C=CC=C1F)F)C(=O)NC=1C(=C2C(=NC1)C(CC2)O)N2C[C@H]([C@@H]([C@H](C2)C)O)N (3-Amino-N-{4-[(3R,4R,5S)-3-amino-4-hydroxy-5-methylpiperidin-1-yl]-7-hydroxy-6,7-dihydro-5H-cyclopenta[b]pyridin-3-yl}-6-(2,6-difluorophenyl)-5-fluoropyridine-2-carboxamide). As a reaction SMILES: C(OC([NH:8][C:9]1[C:10]([C:24]([NH:26][C:27]2[C:28]([N:37]3[CH2:42][C@H:41]([CH3:43])[C@@H:40]([OH:44])[C@H:39]([NH:45]C(=O)OC(C)(C)C)[CH2:38]3)=[C:29]3[CH2:35][CH2:34][CH:33]([OH:36])[C:30]3=[N:31][CH:32]=2)=[O:25])=[N:11][C:12]([C:16]2[C:21]([F:22])=[CH:20][CH:19]=[CH:18][C:17]=2[F:23])=[C:13]([F:15])[CH:14]=1)=O)(C)(C)C.C(O)(C(F)(F)F)=O>C(Cl)Cl>[NH2:8][C:9]1[C:10]([C:24]([NH:26][C:27]2[C:28]([N:37]3[CH2:42][C@H:41]([CH3:43])[C@@H:40]([OH:44])[C@H:39]([NH2:45])[CH2:38]3)=[C:29]3[CH2:35][CH2:34][CH:33]([OH:36])[C:30]3=[N:31][CH:32]=2)=[O:25])=[N:11][C:12]([C:16]2[C:21]([F:22])=[CH:20][CH:19]=[CH:18][C:17]=2[F:23])=[C:13]([F:15])[CH:14]=1. Procedure: A mixture of tert-butyl {(3R,4R,5S)-1-[3-({[3-[(tert-butoxycarbonyl)amino]-6-(2,6-difluorophenyl)-5-fluoropyridin-2-yl]carbonyl}amino)-7-hydroxy-6,7-dihydro-5H-cyclopenta[b]pyridin-4-yl]-4-hydroxy-5-methylpiperidin-3-yl}carbamate (7.0 mg, 0.01 mmol) and 4.0 M TFA in DCM (2.0 mL) was stirred at room temperature for 1 h. After removal of the solvent under reduced pressure, the residue was diluted with MeOH, filtered and purified by preparative LC-MS (XBridge™ preparative C18 5 μm OBD™ column, 30×1... Reactants: OC1=CC=C(C(=O)C2=CC=C(CSC3=NC4=CC=CC(=C4C(N3C)=O)C)C=C2)C=C1 (2-[4-(4-hydroxybenzoyl)benzylthio]-3,5-dimethyl-4(3H)-quinazolinone), Cl.ClCCN1CCCCC1 (1-(2-chloroethyl)piperidine hydrochloride), C([O-])([O-])=O.[K+].[K+] (potassium carbonate). Run in CN(C)C=O (DMF). Yields the product Cl.CN1C(=NC2=CC=CC(=C2C1=O)C)SCC1=CC=C(C=C1)C(C1=CC=C(C=C1)OCCN1CCCCC1)=O (3,5-Dimethyl-2-[4-[4-(2-piperidinoethoxy)benzoyl]-benzylthio]-4(3H)-quinazolinone hydrochloride). Yield: 68.1%. As a reaction SMILES: [OH:1][C:2]1[CH:30]=[CH:29][C:5]([C:6]([C:8]2[CH:28]=[CH:27][C:11]([CH2:12][S:13][C:14]3[N:23]([CH3:24])[C:22](=[O:25])[C:21]4[C:16](=[CH:17][CH:18]=[CH:19][C:20]=4[CH3:26])[N:15]=3)=[CH:10][CH:9]=2)=[O:7])=[CH:4][CH:3]=1.Cl.[Cl:32][CH2:33][CH2:34][N:35]1[CH2:40][CH2:39][CH2:38][CH2:37][CH2:36]1.C(=O)([O-])[O-].[K+].[K+]>CN(C=O)C>[ClH:32].[CH3:24][N:23]1[C:22](=[O:25])[C:21]2[C:16](=[CH:17][CH:18]=[CH:19][C:20]=2[CH3:26])[N:15]=[C:14]1[S:13][CH2:12][C:11]1[CH:27]=[CH:28][C:8]([C:6](=[O:7])[C:5]2[CH:4]=[CH:3][C:2]([O:1][CH2:33][CH2:34][N:35]3[CH2:40][CH2:39][CH2:38][CH2:37][CH2:36]3)=[CH:30][CH:29]=2)=[CH:9][CH:10]=1 |f:1.2,3.4.5,7.8|. Reported procedure: A solution of 2-[4-(4-hydroxybenzoyl)benzylthio]-3,5-dimethyl-4(3H)-quinazolinone (399 mg), 1-(2-chloroethyl)piperidine hydrochloride (185 mg) and potassium carbonate (392 mg) in DMF (5 ml) was stirred at 60° C. for 62 hours. This reaction mixture was concentrated and the residue was dissolved in ethyl acetate, washed with water, and dried. Then, hydrogen chloride/ethyl acetate was added and the precipitated hydrochloride was recovered by filtration to provide the title compound as colorless sol... Starting materials: O=C1CCC(=O)N1Br, CCOc1cc(C)c(C#N)cc1C(=O)N(C)C(=O)OC(C)(C)C, ClC(Cl)(Cl)Cl, CC(C)(C#N)N=NC(C)(C)C#N. The product is CCOc1cc(CBr)c(C#N)cc1C(=O)N(C)C(=O)OC(C)(C)C. As a reaction SMILES: [Br:36][N:37]1[C:38](=[O:39])[CH2:40][CH2:41][C:42]1=[O:43].[C:1](#[N:2])[c:3]1[c:4]([CH3:23])[cH:5][c:6]([O:20][CH2:21][CH3:22])[c:7]([C:8](=[O:9])[N:10]([C:11]([O:12][C:13]([CH3:14])([CH3:15])[CH3:16])=[O:17])[CH3:18])[cH:19]1.[C:44]([Cl:45])([Cl:46])([Cl:47])[Cl:48].[N:24]#[C:25][C:26]([N:27]=[N:28][C:29]([C:30]#[N:31])([CH3:32])[CH3:33])([CH3:34])[CH3:35]>>[C:1](#[N:2])[c:3]1[c:4]([CH2:23][Br:36])[cH:5][c:6]([O:20][CH2:21][CH3:22])[c:7]([C:8](=[O:9])[N:10]([C:11]([O:12][C:13]([CH3:14])([CH3:15])[CH3:16])=[O:17])[CH3:18])[cH:19]1.